This data is from the Open Reaction Database (ORD), a public repository of structured organic reaction records. The task is: describe an organic reaction: reactants, conditions, products, and yield The reactants are FC(S(=O)(=O)OC1=CC=CC=2C(CCCC12)=O)(F)F (5-oxo-5,6,7,8-tetrahydronaphthalen-1-yl trifluoromethanesulfonate), CN(C)C=O (DMF). The reagents and catalysts are [C-]#N.[C-]#N.[Zn+2] (Zn(CN)2), C=1C=CC(=CC1)[P](C=2C=CC=CC2)(C=3C=CC=CC3)[Pd]([P](C=4C=CC=CC4)(C=5C=CC=CC5)C=6C=CC=CC6)([P](C=7C=CC=CC7)(C=8C=CC=CC8)C=9C=CC=CC9)[P](C=1C=CC=CC1)(C=1C=CC=CC1)C=1C=CC=CC1 (Pd(PPh3)4). Run in C(Cl)Cl (DCM). Run at temperature 120 celsius, time 8 hour. Yields the product O=C1C=2C=CC=C(C2CCC1)C#N (5-oxo-5,6,7,8-tetrahydronaphthalene-1-carbonitrile). RXN SMILES: FC(F)(F)S(O[C:7]1[C:16]2[CH2:15][CH2:14][CH2:13][C:12](=[O:17])[C:11]=2[CH:10]=[CH:9][CH:8]=1)(=O)=O.[CH3:20][N:21](C=O)C>C(Cl)Cl.[C-]#N.[C-]#N.[Zn+2].C1C=CC([P]([Pd]([P](C2C=CC=CC=2)(C2C=CC=CC=2)C2C=CC=CC=2)([P](C2C=CC=CC=2)(C2C=CC=CC=2)C2C=CC=CC=2)[P](C2C=CC=CC=2)(C2C=CC=CC=2)C2C=CC=CC=2)(C2C=CC=CC=2)C2C=CC=CC=2)=CC=1>[O:17]=[C:12]1[CH2:13][CH2:14][CH2:15][C:16]2[C:7]([C:20]#[N:21])=[CH:8][CH:9]=[CH:10][C:11]1=2 |f:3.4.5,^1:36,38,57,76|. Procedure details: A mixture of compound 5-oxo-5,6,7,8-tetrahydronaphthalen-1-yl trifluoromethanesulfonate (8.6 g, 30.8 mmol), Zn(CN)2(7.2 g, 61.6 mmol) and Pd(PPh3)4(0.8 g) in anhydrous DMF was stirred at 120° C. under N2 overnight. The reaction was cooled to ambient temperature, and then diluted with DCM. Filtered off solids and the orgainic filtrate was washed with brine, dried over anhydrous sodium sulfate and concentrated. The residue was purified with silica gel cloumn chromatography to give 5-oxo-5,6,7,8-te... Starting materials: C1(=CC=CC=C1)S(=O)(=O)Cl (phenylsulfonyl chloride), NC1=C(NC2=CC(=CC(=C12)Cl)Cl)C(=O)OCC (3-amino-2-carbethoxy-4,6-dichloroindole), Cl (hydrochloric acid). The solvent is N1=CC=CC=C1 (pyridine). Reaction conditions: time 48 hour. Product: C1(=CC=CC=C1)S(=O)(=O)NC1=C(NC2=CC(=CC(=C12)Cl)Cl)C(=O)OCC (3-[(Phenylsulfonyl)amino]-2-carbethoxy-4,6-dichloroindole). The yield is 63.0%. RXN SMILES: [NH2:1][C:2]1[C:10]2[C:5](=[CH:6][C:7]([Cl:12])=[CH:8][C:9]=2[Cl:11])[NH:4][C:3]=1[C:13]([O:15][CH2:16][CH3:17])=[O:14].[C:18]1([S:24](Cl)(=[O:26])=[O:25])[CH:23]=[CH:22][CH:21]=[CH:20][CH:19]=1.Cl>N1C=CC=CC=1>[C:18]1([S:24]([NH:1][C:2]2[C:10]3[C:5](=[CH:6][C:7]([Cl:12])=[CH:8][C:9]=3[Cl:11])[NH:4][C:3]=2[C:13]([O:15][CH2:16][CH3:17])=[O:14])(=[O:26])=[O:25])[CH:23]=[CH:22][CH:21]=[CH:20][CH:19]=1. Procedure details: Mix 3-amino-2-carbethoxy-4,6-dichloroindole (3.31 g, and anhydrous pyridine (50 mL). Add, by dropwise addition, phenylsulfonyl chloride (2.35 g, 13.33 mmol). Stir for 48 hours at room temperature. Pour into 1N hydrochloric acid (500 mL), extract with ethyl acetate and dry (MgSO4). Evaporate the solvent in vacuo and recrystallize (ethyl acetate/hexane) to give the title compound (3.15 g, 63%); mp 245°-7° C.